This data is from the Open Reaction Database (ORD), a public repository of structured organic reaction records. The task is: describe an organic reaction: reactants, conditions, products, and yield Procedure: In analogy to the procedure for Example 36A, 250 mg (1.29 mmol) 6-(1-aminopropyl)-3-cyclopropyl-1,2,4-triazin-5(4H)-one, 170 mg (1.29 mmol) cyclopentanecarbonyl chloride and proportionate amounts of the other reagents are used. The crude product is used in the next step without further purification. Reaction SMILES: [NH2:1][CH:2]([C:5]1[C:6](=[O:14])[NH:7][C:8]([CH:11]2[CH2:13][CH2:12]2)=[N:9][N:10]=1)[CH2:3][CH3:4].[CH:15]1([C:20](Cl)=[O:21])[CH2:19][CH2:18][CH2:17][CH2:16]1>>[CH:11]1([C:8]2[NH:7][C:6](=[O:14])[C:5]([CH:2]([NH:1][C:20]([CH:15]3[CH2:19][CH2:18][CH2:17][CH2:16]3)=[O:21])[CH2:3][CH3:4])=[N:10][N:9]=2)[CH2:13][CH2:12]1. Reactants: NC(CC)C=1C(NC(=NN1)C1CC1)=O (6-(1-aminopropyl)-3-cyclopropyl-1,2,4-triazin-5(4H)-one), C1(CCCC1)C(=O)Cl (cyclopentanecarbonyl chloride). Product: C1(CC1)C1=NN=C(C(N1)=O)C(CC)NC(=O)C1CCCC1 (N-[1-(3-Cyclopropyl-5-oxo-4,5-dihydro-1,2,4-triazin-6-yl)propyl]cyclopentanecarboxamide). Starting materials: CO, CCOC(=O)CCNC(=O)c1ccc(C(Nc2ccc(-n3cc(C4CC4)cn3)nc2)C2CC(C)(C)C2)cc1, [Li+], C1CCOC1, [OH-]. Yields the product CC1(C)CC(C(Nc2ccc(-n3cc(C4CC4)cn3)nc2)c2ccc(C(=O)NCCC(=O)O)cc2)C1. Reaction SMILES: [CH3:46][OH:47].[CH:1]1([c:4]2[cH:5][n:6][n:7](-[c:9]3[cH:10][cH:11][c:12]([NH:15][CH:16]([c:17]4[cH:18][cH:19][c:20]([C:21](=[O:22])[NH:23][CH2:24][CH2:25][C:26](=[O:27])[O:28][CH2:29][CH3:30])[cH:31][cH:32]4)[CH:33]4[CH2:34][C:35]([CH3:37])([CH3:38])[CH2:36]4)[cH:13][n:14]3)[cH:8]2)[CH2:2][CH2:3]1.[Li+:44].[O:39]1[CH2:40][CH2:41][CH2:42][CH2:43]1.[OH-:45]>>[CH:1]1([c:4]2[cH:5][n:6][n:7](-[c:9]3[cH:10][cH:11][c:12]([NH:15][CH:16]([c:17]4[cH:18][cH:19][c:20]([C:21](=[O:22])[NH:23][CH2:24][CH2:25][C:26](=[O:27])[OH:28])[cH:31][cH:32]4)[CH:33]4[CH2:34][C:35]([CH3:37])([CH3:38])[CH2:36]4)[cH:13][n:14]3)[cH:8]2)[CH2:2][CH2:3]1. The reactants are CS(=O)(=O)OCCCCC1=C(C(=CC(=C1OCOC)OC)OCOC)OC (4-[2,5-dimethoxy-3,6-bis(methoxymethoxy)phenyl]butyl methanesulfonate), [I-].[Na+] (sodium iodide). The solvent is CC(=O)C (acetone), CN(P(N(C)C)(N(C)C)=O)C (hexamethylphosphoric triamide). Run at temperature 70 celsius, time 1.5 hour. Yields the product ICCCCC1=C(C(=CC(=C1OCOC)OC)OCOC)OC (1-(4-iodobutyl)-2,5-dimethoxy-3,6-bis(methoxymethoxy)benzene). As a reaction SMILES: CS(O[CH2:6][CH2:7][CH2:8][CH2:9][C:10]1[C:15]([O:16][CH2:17][O:18][CH3:19])=[C:14]([O:20][CH3:21])[CH:13]=[C:12]([O:22][CH2:23][O:24][CH3:25])[C:11]=1[O:26][CH3:27])(=O)=O.[I-:28].[Na+]>CC(C)=O.CN(C)P(=O)(N(C)C)N(C)C>[I:28][CH2:6][CH2:7][CH2:8][CH2:9][C:10]1[C:15]([O:16][CH2:17][O:18][CH3:19])=[C:14]([O:20][CH3:21])[CH:13]=[C:12]([O:22][CH2:23][O:24][CH3:25])[C:11]=1[O:26][CH3:27] |f:1.2|. Procedure details: 1.5 Grams of 4-[2,5-dimethoxy-3,6-bis(methoxymethoxy)phenyl]butyl methanesulfonate was dissolved in a mixed solvent of 40 ml of acetone with 4 ml of hexamethylphosphoric triamide, then 2 g of sodium iodide was added to thereto and the whole mixture was heated at 70° C. in an oil bath and stirred for 1.5 hours. After the completion of the reaction, the reaction mixture was concentrated under a reduced pressure, then 200 ml of diethyl ether was added thereto, and washed twice with 100 ml of water,... Starting materials: CCCCC1=NC(=C(N1CC=2C=CC(=CC2)C=3C=CC=CC3C4=NNN=N4)CO)Cl (losartan), [OH-].[K+] (potassium hydroxide), O (water). Solvent: CCCCCCC (n-heptane), C(C)(C)O (i-propanol), C(C)(C)O (i-propanol). The product is CCCCC1=NC(=C(N1CC=2C=CC(=CC2)C=3C=CC=CC3C4=N[N-]N=N4)CO)Cl.[K+] (losartan potassium). Yield: 86.3%. As a reaction SMILES: [CH3:1][CH2:2][CH2:3][CH2:4][C:5]1[N:9]([CH2:10][C:11]2[CH:12]=[CH:13][C:14]([C:17]3[CH:18]=[CH:19][CH:20]=[CH:21][C:22]=3[C:23]3[N:27]=[N:26][NH:25][N:24]=3)=[CH:15][CH:16]=2)[C:8]([CH2:28][OH:29])=[C:7]([Cl:30])[N:6]=1.[OH-].[K+:32].O>C(O)(C)C.CCCCCCC>[CH3:1][CH2:2][CH2:3][CH2:4][C:5]1[N:9]([CH2:10][C:11]2[CH:16]=[CH:15][C:14]([C:17]3[CH:18]=[CH:19][CH:20]=[CH:21][C:22]=3[C:23]3[N:27]=[N:26][N-:25][N:24]=3)=[CH:13][CH:12]=2)[C:8]([CH2:28][OH:29])=[C:7]([Cl:30])[N:6]=1.[K+:32] |f:1.2,6.7|. Procedure: To 40.81 g losartan (chromatographic purity 98.73%) in 153 ml i-propanol, a mixture of 10 g potassium hydroxide, 5.1 ml water, and 100 ml i-propanol was added at a temperature of 38-40° C. to a pH of 10-11 during half an hour. Approximately 140 ml of the solvent (i-propanol/water mixture) were removed by distillation, and 92 ml n-heptane were added. It was stirred at room temperature until a white precipitate was formed. The precipitate was diluted with 54 ml n-heptane, filtered, washed with 70 ... Starting materials: [H-].[Na+] (sodium hydride), CC=1C=C(C(=O)C2=CNC=3C=C4C(=CC3C2=O)OC(O4)(F)F)C=CC1C (7-(3,4-dimethyl-benzoyl)-2,2-difluoro-5H-[1,3]dioxolo[4,5-g]quinolin-8-one), FC1=C(CBr)C=CC=C1 (2-fluorobenzylbromide). Solvent: CN(C=O)C (dimethylformamide). Product: CC=1C=C(C(=O)C2=CN(C=3C=C4C(=CC3C2=O)OC(O4)(F)F)CC4=C(C=CC=C4)F)C=CC1C (7-(3,4-Dimethyl-benzoyl)-2,2-difluoro-5-(2-fluoro-benzyl)-5H-[1,3]dioxolo[4,5-g]quinolin-8-one). Isolated yield 31.2%. RXN SMILES: [H-].[Na+].[CH3:3][C:4]1[CH:5]=[C:6]([CH:25]=[CH:26][C:27]=1[CH3:28])[C:7]([C:9]1[C:18](=[O:19])[C:17]2[CH:16]=[C:15]3[O:20][C:21]([F:24])([F:23])[O:22][C:14]3=[CH:13][C:12]=2[NH:11][CH:10]=1)=[O:8].[F:29][C:30]1[CH:37]=[CH:36][CH:35]=[CH:34][C:31]=1[CH2:32]Br>CN(C)C=O>[CH3:3][C:4]1[CH:5]=[C:6]([CH:25]=[CH:26][C:27]=1[CH3:28])[C:7]([C:9]1[C:18](=[O:19])[C:17]2[CH:16]=[C:15]3[O:20][C:21]([F:23])([F:24])[O:22][C:14]3=[CH:13][C:12]=2[N:11]([CH2:32][C:31]2[CH:34]=[CH:35][CH:36]=[CH:37][C:30]=2[F:29])[CH:10]=1)=[O:8] |f:0.1|. Reported procedure: Compound 4v was prepared following the procedure outlined in Step 3 of Example 1 using 10.4 mg (0.26 mmol) of sodium hydride (60%), 71 mg (0.20 mmol) of 7-(3,4-dimethyl-benzoyl)-2,2-difluoro-5H-[1,3]dioxolo[4,5-g]quinolin-8-one, 3 mL of anhydrous dimethylformamide, and 49.1 mg (0.26 mmol) of 2-fluorobenzylbromide. The crude product was purified by flash chromatography to yield 29 mg of 4v as a colorless solid: Reverse phase HPLC (gradient acetonitrile 0.1% TFA 20-95% in 4 min) retention time=2.9... The reactants are CC1=C(C=C(OC=2C=CC=3N(N2)C=C(N3)NC(CC3CC3)=O)C=C1)N (N-[6-(4-methyl-3-aminophenoxy)imidazo[1,2-b]pyridazin-2-yl]-2-cyclopropylacetamide), CN1N=C(C=C1C(=O)Cl)C (1,3-dimethyl-1H-pyrazole-5-carbonyl chloride). Solvent: CN(C(C)=O)C (N,N-dimethylacetamide). Yields the product C1(CC1)CC(=O)NC=1N=C2N(N=C(C=C2)OC=2C=CC(=C(C2)NC(=O)C2=CC(=NN2C)C)C)C1 (N-[5-({2-[(cyclopropylacetyl)amino]imidazo[1,2-b]pyridazin-6-yl}oxy)-2-methylphenyl]-1,3-dimethyl-1H-pyrazole-5-carboxamide). The yield is 60.5%. RXN SMILES: [CH3:1][C:2]1[CH:24]=[CH:23][C:5]([O:6][C:7]2[CH:8]=[CH:9][C:10]3[N:11]([CH:13]=[C:14]([NH:16][C:17](=[O:22])[CH2:18][CH:19]4[CH2:21][CH2:20]4)[N:15]=3)[N:12]=2)=[CH:4][C:3]=1[NH2:25].[CH3:26][N:27]1[C:31]([C:32](Cl)=[O:33])=[CH:30][C:29]([CH3:35])=[N:28]1>CN(C)C(=O)C>[CH:19]1([CH2:18][C:17]([NH:16][C:14]2[N:15]=[C:10]3[CH:9]=[CH:8][C:7]([O:6][C:5]4[CH:23]=[CH:24][C:2]([CH3:1])=[C:3]([NH:25][C:32]([C:31]5[N:27]([CH3:26])[N:28]=[C:29]([CH3:35])[CH:30]=5)=[O:33])[CH:4]=4)=[N:12][N:11]3[CH:13]=2)=[O:22])[CH2:20][CH2:21]1. Reported procedure: Using N-[6-(4-methyl-3-aminophenoxy)imidazo[1,2-b]pyridazin-2-yl]-2-cyclopropylacetamide (120 mg, 0.356 mmol), 1,3-dimethyl-1H-pyrazole-5-carbonyl chloride (59 mg, 0.374 mmol) and N,N-dimethylacetamide (4.0 mL), and by a reaction in the same manner as in Example 148, the title compound (99 mg, 61%) was obtained as a pale-yellow powder.